This data is from the Open Reaction Database (ORD), a public repository of structured organic reaction records. The task is: describe an organic reaction: reactants, conditions, products, and yield Starting materials: BrC1=CC=C2C(C(=O)NC2=O)=C1 (5-Bromophthalimide), BrC=1C=C2C(OC(C2=CC1)=O)=O (5-bromoisobenzofuran-1,3-dione), C(=O)N (formamide), [OH-].[K+] (potassium hydroxide), ice water. The solvent is C(C)O (ethanol). Run at temperature 120 celsius, time 3 hour. The product is BrC1=CC=C(C(C([O-])=N)=C1)C([O-])=N.[K+].[K+] (potassium 5-bromophthalimidate). Isolated yield 62.1%. As a reaction SMILES: BrC1C=C2C(=CC=1)C(=O)OC2=O.[CH:13]([NH2:15])=[O:14].[Br:16][C:17]1[CH:27]=[C:21]2C([NH:24][C:25](=[O:26])[C:20]2=[CH:19][CH:18]=1)=O.[OH-].[K+:29]>C(O)C>[Br:16][C:17]1[CH:27]=[C:21]([C:13](=[NH:15])[O-:14])[C:20]([C:25](=[NH:24])[O-:26])=[CH:19][CH:18]=1.[K+:29].[K+:29] |f:3.4,6.7.8|. Procedure: A mixture of 5-bromoisobenzofuran-1,3-dione (16.21 g, 17.4 mmol) and formamide (42.5 ml, 48.2 g) was stirred at 120° C. for 3 h and, after cooling to room temperature, added to ice water. The resulting colourless solid was filtered off and concentrated under reduced pressure. This gave 5-bromophthalimide in the form of a colourless solid (12.26 g, 76% of theory). 1H-NMR (400 MHz, d6-DMSO δ, ppm) 11.45 (br. s, 1H), 8.01 (dd, 1H), 7.99 (d, 1H), 7.75 (d, 1H). 5-Bromophthalimide (1.76 g, 7.8 mmol) w...